Task: describe an organic reaction: reactants, conditions, products, and yield. Dataset: the Open Reaction Database (ORD), a public repository of structured organic reaction records Product: N1=C(C=NC=C1)N[C@H]1C[C@H](CCC1)NC(OCC1=CC=CC=C1)=O (benzyl ((1S,3R)-3-(pyrazin-2-ylamino)cyclohexyl)carbamate). The reagents and catalysts are [Cu]I (CuI). Procedure details: A suspension of CuI (0.006 g, 0.030 mmol), benzyl N-[(1S,3R)-3-aminocyclo-hexyl]carbamate, 18e, (0.075 g, 0.302 mmol) and cesium carbonate (0.197 g, 0.604 mmol) in DMF was evacuated and refilled with nitrogen multiple times. 2-iodopyrazine (0.036 mL, 0.362 mmol) and 2-(2-methylpropanoyl)cyclohexanone (0.020 mL g, 0.121 mmol) were then added and the reaction was stirred at room temperature overnight. The reaction was diluted into ethyl acetate and aqueous saturated sodium bicarbonate. The organic... Solvent: CN(C)C=O (DMF), C(C)(=O)OCC (ethyl acetate). Conditions: time 8 hour. Starting materials: N[C@H]1C[C@H](CCC1)NC(OCC1=CC=CC=C1)=O (benzyl N-[(1S,3R)-3-aminocyclo-hexyl]carbamate), N[C@H]1C[C@H](CCC1)NC(OCC1=CC=CC=C1)=O (benzyl N-[(1S,3R)-3-aminocyclohexyl]carbamate), C([O-])([O-])=O.[Cs+].[Cs+] (cesium carbonate), C([O-])(O)=O.[Na+] (sodium bicarbonate), IC1=NC=CN=C1 (2-iodopyrazine), CC(C(=O)C1C(CCCC1)=O)C (2-(2-methylpropanoyl)cyclohexanone). Reaction SMILES: [NH2:1][C@@H:2]1[CH2:7][CH2:6][CH2:5][C@H:4]([NH:8][C:9](=[O:18])[O:10][CH2:11][C:12]2[CH:17]=[CH:16][CH:15]=[CH:14][CH:13]=2)[CH2:3]1.C(=O)([O-])[O-].[Cs+].[Cs+].I[C:26]1[CH:31]=[N:30][CH:29]=[CH:28][N:27]=1.CC(C)C(C1CCCCC1=O)=O.C(=O)(O)[O-].[Na+]>CN(C=O)C.[Cu]I.C(OCC)(=O)C>[N:27]1[CH:28]=[CH:29][N:30]=[CH:31][C:26]=1[NH:1][C@@H:2]1[CH2:7][CH2:6][CH2:5][C@H:4]([NH:8][C:9](=[O:18])[O:10][CH2:11][C:12]2[CH:17]=[CH:16][CH:15]=[CH:14][CH:13]=2)[CH2:3]1 |f:1.2.3,6.7|. Reactants: C(C)(C)(C)OC(N(CC1=CC=C(C=C1)OC)C1=NC=C(C=C1)C(C1=C(C(=CC=C1OC)[C@@H](CC)NC(=O)OC(C)(C)C)F)=O)=O ({5-[3-((R)-1-tert-Butoxycarbonylamino-propyl)-2-fluoro-6-methoxy-benzoyl]-pyridin-2-yl}-(4-methoxy-benzyl)-carbamic acid tert-butyl ester), C(=O)(C(F)(F)F)O (TFA). Solvent: C(Cl)Cl (DCM). Reaction conditions: temperature 70 celsius. The product is N[C@H](CC)C=1C(=C(C(=CC1)OC)C(=O)C=1C=NC(=CC1)N)F ([3-((R)-1-Amino-propyl)-2-fluoro-6-methoxy-phenyl]-(6-amino-pyridin-3-yl)-methanone). Isolated yield 59.3%. Reaction SMILES: C(OC(=O)[N:7]([C:17]1[CH:22]=[CH:21][C:20]([C:23](=[O:44])[C:24]2[C:29]([O:30][CH3:31])=[CH:28][CH:27]=[C:26]([C@H:32]([NH:35]C(OC(C)(C)C)=O)[CH2:33][CH3:34])[C:25]=2[F:43])=[CH:19][N:18]=1)CC1C=CC(OC)=CC=1)(C)(C)C.C(O)(C(F)(F)F)=O>C(Cl)Cl>[NH2:35][C@@H:32]([C:26]1[C:25]([F:43])=[C:24]([C:23]([C:20]2[CH:19]=[N:18][C:17]([NH2:7])=[CH:22][CH:21]=2)=[O:44])[C:29]([O:30][CH3:31])=[CH:28][CH:27]=1)[CH2:33][CH3:34]. Reported procedure: Step 3 {5-[3-((R)-1-tert-Butoxycarbonylamino-propyl)-2-fluoro-6-methoxy-benzoyl]-pyridin-2-yl}-(4-methoxy-benzyl)-carbamic acid tert-butyl ester (0.063 g, 0.1 mmol) treated with TFA (2 ml) in DCM (3 ml) over 48 hours, still PMB group present heated at 70° C. for 3 hours. Reaction evaporated to dryness then triturated with diethyl ether to give [3-((R)-1-Amino-propyl)-2-fluoro-6-methoxy-phenyl]-(6-amino-pyridin-3-yl)-methanone (0.018 g). [M-NH2]+287 Reactants: Cl (hydrochloric acid), C(C)OC=1C=C(CN2C=C(C(=C2)C2=CC=CC=C2)CCC(=O)OCC)C=C(C1)OCC=1N=C(SC1)C=1SC=CC1 (ethyl 3-[1-[3-ethoxy-5-[2-(2-thienyl)-4-thiazolylmethoxy)benzyl]-4-phenyl-3-pyrrolyl]propionate), [OH-].[Na+] (sodium hydroxide), O1CCCC1 (tetrahydrofuran). Solvent: C(C)O (ethanol). Reaction conditions: time 2 hour. Yields the product C(C)OC=1C=C(CN2C=C(C(=C2)C2=CC=CC=C2)CCC(=O)O)C=C(C1)OCC=1N=C(SC1)C=1SC=CC1 (3-[1-[3-ethoxy-5-[2-(2-thienyl)-4-thiazolylmethoxy)benzyl]-4-phenyl-3-pyrrolyl]propionic acid). Isolated yield 87.8%. As a reaction SMILES: [CH2:1]([O:3][C:4]1[CH:5]=[C:6]([CH:26]=[C:27]([O:29][CH2:30][C:31]2[N:32]=[C:33]([C:36]3[S:37][CH:38]=[CH:39][CH:40]=3)[S:34][CH:35]=2)[CH:28]=1)[CH2:7][N:8]1[CH:12]=[C:11]([C:13]2[CH:18]=[CH:17][CH:16]=[CH:15][CH:14]=2)[C:10]([CH2:19][CH2:20][C:21]([O:23]CC)=[O:22])=[CH:9]1)[CH3:2].[OH-].[Na+].O1CCCC1.Cl>C(O)C>[CH2:1]([O:3][C:4]1[CH:5]=[C:6]([CH:26]=[C:27]([O:29][CH2:30][C:31]2[N:32]=[C:33]([C:36]3[S:37][CH:38]=[CH:39][CH:40]=3)[S:34][CH:35]=2)[CH:28]=1)[CH2:7][N:8]1[CH:12]=[C:11]([C:13]2[CH:14]=[CH:15][CH:16]=[CH:17][CH:18]=2)[C:10]([CH2:19][CH2:20][C:21]([OH:23])=[O:22])=[CH:9]1)[CH3:2] |f:1.2|. Reported procedure: After a mixture of ethyl 3-[1-[3-ethoxy-5-[2-(2-thienyl)-4-thiazolylmethoxy)benzyl]-4-phenyl-3-pyrrolyl]propionate (653 mg), 1N aqueous sodium hydroxide solution (2.5 ml), tetrahydrofuran (5 ml) and ethanol (5 ml) was stirred at room temperature for 2 hours, 1 N hydrochloric acid (2.5 ml) was added to the mixture, and then the mixture was extracted with ethyl acetate. The ethyl acetate layer was washed with saturated aqueous sodium chloride solution, dried (MgSO4) and concentrated. The resulting... The reactants are C1CCOC1, Cc1ccc(C)n1-c1cccc(C(=O)O)c1, Cc1ccc(N)cc1-c1ccc(C(=O)NCC2CC2)cc1. The product is Cc1ccc(NC(=O)c2cccc(-n3c(C)ccc3C)c2)cc1-c1ccc(C(=O)NCC2CC2)cc1. RXN SMILES: [CH2:38]1[O:39][CH2:40][CH2:41][CH2:42]1.[CH3:22][c:23]1[n:24](-[c:29]2[cH:30][c:31]([C:32](=[O:33])[OH:34])[cH:35][cH:36][cH:37]2)[c:25]([CH3:28])[cH:26][cH:27]1.[NH2:1][c:2]1[cH:3][cH:4][c:5]([CH3:21])[c:6](-[c:8]2[cH:9][cH:10][c:11]([C:14](=[O:15])[NH:16][CH2:17][CH:18]3[CH2:19][CH2:20]3)[cH:12][cH:13]2)[cH:7]1>>[NH:1]([c:2]1[cH:3][cH:4][c:5]([CH3:21])[c:6](-[c:8]2[cH:9][cH:10][c:11]([C:14](=[O:15])[NH:16][CH2:17][CH:18]3[CH2:19][CH2:20]3)[cH:12][cH:13]2)[cH:7]1)[C:32]([c:31]1[cH:30][c:29](-[n:24]2[c:23]([CH3:22])[cH:27][cH:26][c:25]2[CH3:28])[cH:37][cH:36][cH:35]1)=[O:33].